This data is from the Open Reaction Database (ORD), a public repository of structured organic reaction records. The task is: describe an organic reaction: reactants, conditions, products, and yield Starting materials: C1(=CC=CC=C1)C=1CC2=C(C=CC=C2C1)Cl (2-phenyl-7-chloroindene), C1(=CC=CC2=CC=CC=C12)[Mg]Br (naphthyl magnesium bromide). Product: C1(=CC=CC=C1)C=1CC2=C(C=CC=C2C1)C1=CC=CC2=CC=CC=C12 (2-phenyl-7-napthylindene). As a reaction SMILES: [C:1]1([C:7]2[CH2:8][C:9]3[C:14]([CH:15]=2)=[CH:13][CH:12]=[CH:11][C:10]=3Cl)[CH:6]=[CH:5][CH:4]=[CH:3][CH:2]=1.[C:17]1([Mg]Br)[C:26]2[C:21](=[CH:22][CH:23]=[CH:24][CH:25]=2)[CH:20]=[CH:19][CH:18]=1>>[C:1]1([C:7]2[CH2:8][C:9]3[C:14]([CH:15]=2)=[CH:13][CH:12]=[CH:11][C:10]=3[C:25]2[C:26]3[C:21](=[CH:20][CH:19]=[CH:18][CH:17]=3)[CH:22]=[CH:23][CH:24]=2)[CH:6]=[CH:5][CH:4]=[CH:3][CH:2]=1. Procedure: 2-phenyl-7-napthylindene is prepared in like manner from 2-phenyl-7-chloroindene (see Example I(a)) and naphthyl magnesium bromide.